Dataset: the Open Reaction Database (ORD), a public repository of structured organic reaction records. Task: describe an organic reaction: reactants, conditions, products, and yield The reactants are [Si](C)(C)(C(C)(C)C)OC=1C=C2C(=NNC2=CC1)I (5-(tert-butyldimethylsilyloxy)-3-iodo-1H-indazole), O1CCCC=C1 (3,4-dihydro-2H-pyran), CS(=O)(=O)O (methanesulfonic acid). Run in C(Cl)Cl (DCM), C1CCOC1 (THF). Reaction conditions: time 3 hour. Product: [Si](C)(C)(C(C)(C)C)OC=1C=C2C(=NN(C2=CC1)C1OCCCC1)I (5-(tert-Butyldimethylsilyloxy)-3-iodo-1-(tetrahydro-2H-pyran-2-yl)-1H-indazole). Reaction SMILES: [Si:1]([O:8][C:9]1[CH:10]=[C:11]2[C:15](=[CH:16][CH:17]=1)[NH:14][N:13]=[C:12]2[I:18])([C:4]([CH3:7])([CH3:6])[CH3:5])([CH3:3])[CH3:2].CS(O)(=O)=O.[O:24]1[CH:29]=[CH:28][CH2:27][CH2:26][CH2:25]1>C(Cl)Cl.C1COCC1>[Si:1]([O:8][C:9]1[CH:10]=[C:11]2[C:15](=[CH:16][CH:17]=1)[N:14]([CH:25]1[CH2:26][CH2:27][CH2:28][CH2:29][O:24]1)[N:13]=[C:12]2[I:18])([C:4]([CH3:7])([CH3:5])[CH3:6])([CH3:3])[CH3:2]. Reported procedure: Cool a solution of 5-(tert-butyldimethylsilyloxy)-3-iodo-1H-indazole (387.00 g, 1.08 mol) in DCM (2.50 L) and THF (1.00 L) to 10° C. in a 10 L jacketed reactor vessel. To the resulting mixture add methanesulfonic acid (14.0 mL, 216.02 mmol), followed by 3,4-dihydro-2H-pyran (296 mL, 3.24 mol) over 0.5 hours, observing a slight exotherm. Stir the mixture at RT for 3 hours. Cool the reaction to 10° C. and quench with saturated aqueous sodium bicarbonate (2 L). Dilute the mixture with water (2 L) a... Reactants: ClCC1COC2=C(O1)C=CC=C2 (2-chloromethyl-1,4-benzodioxane), [K].C1(C=2C(C(N1)=O)=CC=CC2)=O (phthalimide potassium salt). The solvent is CN(C=O)C (N,N-dimethylformamide). The product is crude product, NCC1COC2=C(O1)C=CC=C2 (2-aminomethyl-1,4-benzodioxane). Reaction SMILES: Cl[CH2:2][CH:3]1[O:8][C:7]2[CH:9]=[CH:10][CH:11]=[CH:12][C:6]=2[O:5][CH2:4]1.[K].C1(=O)[NH:18]C(=O)C2=CC=CC=C12>CN(C)C=O>[NH2:18][CH2:2][CH:3]1[O:8][C:7]2[CH:9]=[CH:10][CH:11]=[CH:12][C:6]=2[O:5][CH2:4]1 |f:1.2,^1:12|. Procedure details: Commercial grade of 2-chloromethyl-1,4-benzodioxane (10.0 g, 54.7 mmol) and phthalimide potassium salt (12.0 g, 65.0 mmol) were added to N,N-dimethylformamide (350 ml) and subjected to reaction overnight under reflux; thereafter, N,N-dlmethylformamide was distilled off under vacuum. Water (250 ml) was added to the residue and the mixture was stirred well, with the floating solids being subsequently recovered by filtration. The solids were dried, then recrystallized from methanol/methylene chlori... The reactants are CCOC(C)=O, O=C(O)C=Cc1ccc(C(F)(F)F)nc1Cl, [H-], [Na+], CN(C)C=O, Oc1ccccc1. Yields the product O=C(O)C=Cc1ccc(C(F)(F)F)nc1Oc1ccccc1. RXN SMILES: [CH3:31][CH2:32][O:33][C:34]([CH3:35])=[O:36].[Cl:10][c:11]1[n:12][c:13]([C:22]([F:23])([F:24])[F:25])[cH:14][cH:15][c:16]1[CH:17]=[CH:18][C:19](=[O:20])[OH:21].[H-:8].[Na+:9].[O:26]=[CH:27][N:28]([CH3:29])[CH3:30].[OH:1][c:2]1[cH:3][cH:4][cH:5][cH:6][cH:7]1>>[O:1]([c:2]1[cH:3][cH:4][cH:5][cH:6][cH:7]1)[c:11]1[n:12][c:13]([C:22]([F:23])([F:24])[F:25])[cH:14][cH:15][c:16]1[CH:17]=[CH:18][C:19](=[O:20])[OH:21]. Reactants: BrC=1C=C2C(=CNC2=CC1)SC1CCN(CC1)C (5-bromo-3[(1-methylpiperidin-4-yl)thio]-1H-indole), ICCCC (iodobutane). Product: BrC=1C=C2C(=CN(C2=CC1)CCCC)SC1CCN(CC1)C (5-bromo-1-butyl-3-[(1-methylpiperidin-4-yl)thio]1H-indole). Reaction SMILES: [Br:1][C:2]1[CH:3]=[C:4]2[C:8](=[CH:9][CH:10]=1)[NH:7][CH:6]=[C:5]2[S:11][CH:12]1[CH2:17][CH2:16][N:15]([CH3:18])[CH2:14][CH2:13]1.I[CH2:20][CH2:21][CH2:22][CH3:23]>>[Br:1][C:2]1[CH:3]=[C:4]2[C:8](=[CH:9][CH:10]=1)[N:7]([CH2:20][CH2:21][CH2:22][CH3:23])[CH:6]=[C:5]2[S:11][CH:12]1[CH2:17][CH2:16][N:15]([CH3:18])[CH2:14][CH2:13]1. Procedure: Prepared as described in Example 56 by reaction of 5-bromo-3[(1-methylpiperidin-4-yl)thio]-1H-indole (prepared in Example 44) with iodobutane. Reactants: BrC=1C=C(C=CC1)C1NC2=C(C=C(C=C2C(C1)(C)C)C#N)Cl (2-(3-bromo-phenyl)-8-chloro-4,4-dimethyl-1,2,3,4-tetrahydro-quinoline-6-carbonitrile), NC1(CC1)C(=O)O (1-amino-cyclopropanecarboxylic acid), C([O-])([O-])=O.[K+].[K+] (potassium carbonate). Reagents/catalysts: [Cu]I (copper(I) iodide). Solvent: CS(=O)C (dimethyl sulfoxide). Yields the product ClC=1C=C(C=C2C(CC(NC12)C=1C=C(C=CC1)NC1(CC1)C(=O)O)(C)C)C#N (1-[3-(8-chloro-6-cyano-4,4-dimethyl-1,2,3,4-tetrahydro-quinolin-2-yl)-phenylamino]-cyclopropanecarboxylic acid). The yield is 30.0%. RXN SMILES: Br[C:2]1[CH:3]=[C:4]([CH:8]2[CH2:17][C:16]([CH3:19])([CH3:18])[C:15]3[C:10](=[C:11]([Cl:22])[CH:12]=[C:13]([C:20]#[N:21])[CH:14]=3)[NH:9]2)[CH:5]=[CH:6][CH:7]=1.[NH2:23][C:24]1([C:27]([OH:29])=[O:28])[CH2:26][CH2:25]1.C(=O)([O-])[O-].[K+].[K+]>CS(C)=O.[Cu]I>[Cl:22][C:11]1[CH:12]=[C:13]([C:20]#[N:21])[CH:14]=[C:15]2[C:10]=1[NH:9][CH:8]([C:4]1[CH:3]=[C:2]([NH:23][C:24]3([C:27]([OH:29])=[O:28])[CH2:26][CH2:25]3)[CH:7]=[CH:6][CH:5]=1)[CH2:17][C:16]2([CH3:19])[CH3:18] |f:2.3.4|. Reported procedure: A solution of 2-(3-bromo-phenyl)-8-chloro-4,4-dimethyl-1,2,3,4-tetrahydro-quinoline-6-carbonitrile (374.0 mg, 1.0 mmol), copper(I) iodide (57.0 mg, 0.3 mmol), 1-amino-cyclopropanecarboxylic acid (309.0 mg, 3.0 mmol) and potassium carbonate (415.0 mg, 3.0 mmol) in dimethyl sulfoxide (2.0 mL) was stirred at 120° C. for 16 h. Then the reaction mixture was cooled to room temperature and extracted with ethyl acetate (150 mL×2), washed with water (50 mL×2) and saturated aqueous ammonium chloride solut...